From a dataset of the Open Reaction Database (ORD), a public repository of structured organic reaction records. describe an organic reaction: reactants, conditions, products, and yield Reactants: CCOC(=O)C(C)(C)Br, O=C([O-])[O-], Oc1ccc(F)cc1, [K+], [K+], CN(C)C=O, O. Product: CCOC(=O)C(C)(C)Oc1ccc(F)cc1. RXN SMILES: [Br:9][C:10]([C:11](=[O:12])[O:13][CH2:14][CH3:15])([CH3:16])[CH3:17].[C:18](=[O:19])([O-:20])[O-:21].[F:1][c:2]1[cH:3][cH:4][c:5]([OH:8])[cH:6][cH:7]1.[K+:22].[K+:23].[O:25]=[CH:26][N:27]([CH3:28])[CH3:29].[OH2:24]>>[F:1][c:2]1[cH:3][cH:4][c:5]([O:8][C:10]([C:11](=[O:12])[O:13][CH2:14][CH3:15])([CH3:16])[CH3:17])[cH:6][cH:7]1. Reactants: aqueous solution, S(=O)(O)[O-].[Na+] (sodium hydrogen sulfite), ClC1=CC(=CC=C1)C(=O)OO (m-chloroperbenzoic acid), C(C)(=O)C1=CC=C(C=C1)C1=CC=C(C=C1)CC(C)OC(C)=O ((-)-4-acetyl-4'-(2-acetoxypropyl)biphenyl), C(Cl)(Cl)Cl (CHCl3), ClC1=CC(=CC=C1)C(=O)OO (m-chloroperbenzoic acid). Run in ClCCl (dichloromethane). The product is C(C)(=O)OC1=CC=C(C=C1)C1=CC=C(C=C1)CC(C)OC(C)=O ((-)-4-acetoxy-4'-(2-acetoxypropyl)biphenyl). The yield is 96.7%. As a reaction SMILES: C([C:4]1[CH:9]=[CH:8][C:7]([C:10]2[CH:15]=[CH:14][C:13]([CH2:16][CH:17]([O:19][C:20](=[O:22])[CH3:21])[CH3:18])=[CH:12][CH:11]=2)=[CH:6][CH:5]=1)(=O)C.C(Cl)(Cl)Cl.ClC1C=CC=[C:30]([C:34]([O:36]O)=[O:35])C=1.S([O-])(O)=O.[Na+]>ClCCl>[C:34]([O:36][C:4]1[CH:5]=[CH:6][C:7]([C:10]2[CH:11]=[CH:12][C:13]([CH2:16][CH:17]([O:19][C:20](=[O:22])[CH3:21])[CH3:18])=[CH:14][CH:15]=2)=[CH:8][CH:9]=1)(=[O:35])[CH3:30] |f:3.4|. Reported procedure: 29.6 g (0.1 mol) of (-)-4-acetyl-4'-(2-acetoxypropyl)biphenyl (XIX-13) {[α]D20 -9.9° (C=1, CHCl3)} was charged into a four necked-flask provided with a thermometer and an agitator, and dissolved by adding 200 ml of dichloromethane. 20.7 g (0.12 mol) of m-chloroperbenzoic acid was added in this solution and agitated at reflux for 8 hours. After excess of m-chloroperbenzoic acid was decomposed by adding 10% aqueous solution of sodium hydrogen sulfite to the reaction mixture, the organic layer was ... Starting materials: CCO, CCOC(=O)CCCC1c2ccc(-c3noc(-c4cnc(OC(C)C)c(Cl)c4)n3)c(C)c2CCN1C(=O)OC(C)(C)C, [Na+], [OH-]. Yields the product Cc1c(-c2noc(-c3cnc(OC(C)C)c(Cl)c3)n2)ccc2c1CCN(C(=O)OC(C)(C)C)C2CCCC(=O)O. RXN SMILES: [CH3:45][CH2:46][OH:47].[Cl:3][c:4]1[cH:5][c:6](-[c:14]2[n:15][c:16](-[c:19]3[c:20]([CH3:44])[c:21]4[c:26]([cH:27][cH:28]3)[CH:25]([CH2:29][CH2:30][CH2:31][C:32](=[O:33])[O:34][CH2:35][CH3:36])[N:24]([C:37](=[O:38])[O:39][C:40]([CH3:41])([CH3:42])[CH3:43])[CH2:23][CH2:22]4)[n:17][o:18]2)[cH:7][n:8][c:9]1[O:10][CH:11]([CH3:12])[CH3:13].[Na+:2].[OH-:1]>>[Cl:3][c:4]1[cH:5][c:6](-[c:14]2[n:15][c:16](-[c:19]3[c:20]([CH3:44])[c:21]4[c:26]([cH:27][cH:28]3)[CH:25]([CH2:29][CH2:30][CH2:31][C:32](=[O:33])[OH:34])[N:24]([C:37](=[O:38])[O:39][C:40]([CH3:41])([CH3:42])[CH3:43])[CH2:23][CH2:22]4)[n:17][o:18]2)[cH:7][n:8][c:9]1[O:10][CH:11]([CH3:12])[CH3:13]. Reactants: [N+](=O)([O-])C=1C=C(C=C(C1)C(=O)NCC(CO)O)NC(=O)NC1=CC(=CC(=C1)C(=O)NCC(CO)O)[N+](=O)[O-] (N,N'-bis[3-nitro-5-(2,3-dihydroxypropylaminocarbonyl)phenyl]urea), Cl (HCl). The reagents and catalysts are [Pd] (Pd/C). The solvent is CO (methanol), O (water). Product: NC=1C=C(C=C(C1)C(=O)NCC(CO)O)NC(=O)NC1=CC(=CC(=C1)C(=O)NCC(CO)O)N (N,N'-bis[3-amino-5-(2,3-dihydroxypropylaminocarbonyl)phenyl]urea). Yield: 112.7%. Reaction SMILES: [N+:1]([C:4]1[CH:5]=[C:6]([NH:18][C:19]([NH:21][C:22]2[CH:27]=[C:26]([C:28]([NH:30][CH2:31][CH:32]([OH:35])[CH2:33][OH:34])=[O:29])[CH:25]=[C:24]([N+:36]([O-])=O)[CH:23]=2)=[O:20])[CH:7]=[C:8]([C:10]([NH:12][CH2:13][CH:14]([OH:17])[CH2:15][OH:16])=[O:11])[CH:9]=1)([O-])=O.Cl>CO.O.[Pd]>[NH2:36][C:24]1[CH:23]=[C:22]([NH:21][C:19]([NH:18][C:6]2[CH:7]=[C:8]([C:10]([NH:12][CH2:13][CH:14]([OH:17])[CH2:15][OH:16])=[O:11])[CH:9]=[C:4]([NH2:1])[CH:5]=2)=[O:20])[CH:27]=[C:26]([C:28]([NH:30][CH2:31][CH:32]([OH:35])[CH2:33][OH:34])=[O:29])[CH:25]=1. Procedure details: N,N'-bis[3-nitro-5-(2,3-dihydroxypropylaminocarbonyl)phenyl]urea (0.103 g, 0.19 mmol) was dissolved in a mixture of methanol (14 ml) and water (6 ml) containing 2M aqueous HCl (0.2 ml) and a Pd/C catalyst (10%, 0.1 g). Hydrogenation was carried out at 60 psi. The catalyst was filtered off and the solvents were evaporated. The residue was redissolved in water and lyophilized giving 0.102 g (97%) of the product. Reactants: C1(CC1)[Mg]Br (cyclopropylmagnesium bromide), COCC(C#C[Si](C)(C)C)=O (1-methoxy-4-(trimethylsilyl)but-3-yn-2-one), C(C)(=O)OCC (ethyl acetate). The solvent is CCOCC (ether). Run at time 8 hour. The product is C1(CC1)C(COC)(C#C[Si](C)(C)C)O ((±)-2-cyclopropyl-1-methoxy-4-(trimethylsilyl)but-3-yn-2-ol). Isolated yield 50.8%. RXN SMILES: [CH:1]1([Mg]Br)[CH2:3][CH2:2]1.[CH3:6][O:7][CH2:8][C:9](=[O:16])[C:10]#[C:11][Si:12]([CH3:15])([CH3:14])[CH3:13].C(OCC)(=O)C>CCOCC>[CH:1]1([C:9]([OH:16])([C:10]#[C:11][Si:12]([CH3:13])([CH3:15])[CH3:14])[CH2:8][O:7][CH3:6])[CH2:3][CH2:2]1. Procedure: 52.85 ml of 0.5 M cyclopropylmagnesium bromide (26.43 mmol, Aldrich) are added to a solution of 3 g of 1-methoxy-4-(trimethylsilyl)but-3-yn-2-one (17.62 mmol) in 160 ml of ether. The mixture is stirred at ambient temperature overnight and is then cooled with a water/ice bath and a solution of NH4Claq and ethyl acetate is added. The mixture is extracted 3 times with ethyl acetate and the organic phases are then combined, dried over sodium sulphate, filtered, and concentrated under vacuum. The oil... Reactants: CNS(=O)(=O)C1=CC=C(CNC(=O)C=2C=3C=NN(C3C=C(C2)Br)C2=CC=C(C=C2)F)C=C1 (6-bromo-1-(4-fluoro-phenyl)-1H-indazole-4-carboxylic acid 4-methylsulfamoyl-benzylamide), CNCCNC (N,N′-dimethylethylenediamine), CS(=O)[O-].[Na+] (sodium methanesulfinate). The reagents and catalysts are [O-]S(=O)(=O)C(F)(F)F.[Cu+2].[O-]S(=O)(=O)C(F)(F)F (copper(II) triflate). Run in CS(=O)C (DMSO). Conditions: temperature 110 celsius. Yields the product CNS(=O)(=O)C1=CC=C(CNC(=O)C=2C=3C=NN(C3C=C(C2)S(=O)(=O)C)C2=CC=C(C=C2)F)C=C1 (1-(4-Fluoro-phenyl)-6-methanesulfonyl-1H-indazole-4-carboxylic acid 4-methylsulfamoyl-benzylamide). RXN SMILES: [CH3:1][NH:2][S:3]([C:6]1[CH:32]=[CH:31][C:9]([CH2:10][NH:11][C:12]([C:14]2[C:15]3[CH:16]=[N:17][N:18]([C:24]4[CH:29]=[CH:28][C:27]([F:30])=[CH:26][CH:25]=4)[C:19]=3[CH:20]=[C:21](Br)[CH:22]=2)=[O:13])=[CH:8][CH:7]=1)(=[O:5])=[O:4].CNCCNC.[CH3:39][S:40]([O-:42])=[O:41].[Na+]>[O-]S(C(F)(F)F)(=O)=O.[Cu+2].[O-]S(C(F)(F)F)(=O)=O.CS(C)=O>[CH3:1][NH:2][S:3]([C:6]1[CH:32]=[CH:31][C:9]([CH2:10][NH:11][C:12]([C:14]2[C:15]3[CH:16]=[N:17][N:18]([C:24]4[CH:29]=[CH:28][C:27]([F:30])=[CH:26][CH:25]=4)[C:19]=3[CH:20]=[C:21]([S:40]([CH3:39])(=[O:42])=[O:41])[CH:22]=2)=[O:13])=[CH:8][CH:7]=1)(=[O:5])=[O:4] |f:2.3,4.5.6|. Reported procedure: A mixture of 6-bromo-1-(4-fluoro-phenyl)-1H-indazole-4-carboxylic acid 4-methylsulfamoyl-benzylamide (0.07 g, 0.1 mmol), copper(II) triflate (0.05 g, 0.1 mmol), N,N′-dimethylethylenediamine (0.04 mL, 0.4 mmol), sodium methanesulfinate (0.02 g, 0.2 mmol) was charged in a sealed tube with DMSO (5 mL). The tube was capped and the solution was degassed with argon for 5 minutes. The mixture was heated in a microwave at 110° C. for 40 minutes and cooled to room temperature. The solution was diluted wi... Reactants: COC=1C=C(C=CC1OC)C1(CNCC1)CCO (2-[3-(3,4-Dimethoxy-phenyl)-pyrrolidin-3-yl]-ethanol), C(=O)=O.CC(=O)C (dry-ice acetone), CN1CCOCC1 (4-Methylmorpholine), COC=1C=C(C(=O)Cl)C=C(C1OC)OC (3,4,5-trimethoxy-benzoyl chloride). The solvent is ClCCl (dichloromethane), ClCCl (dichloromethane), ClCCl (dichloromethane). The product is COC=1C=C(C=CC1OC)C1(CN(CC1)C(C1=CC(=C(C(=C1)OC)OC)OC)=O)CCO (2-[3-(3,4-dimethoxy-phenyl)-1-(3,4,5-trimethoxy-benzoyl)-pyrrolidin-3-yl]-ethanol). Reaction SMILES: [CH3:1][O:2][C:3]1[CH:4]=[C:5]([C:11]2([CH2:16][CH2:17][OH:18])[CH2:15][CH2:14][NH:13][CH2:12]2)[CH:6]=[CH:7][C:8]=1[O:9][CH3:10].CN1CCOCC1.[CH3:26][O:27][C:28]1[CH:29]=[C:30]([CH:34]=[C:35]([O:39][CH3:40])[C:36]=1[O:37][CH3:38])[C:31](Cl)=[O:32].C(=O)=O.CC(C)=O>ClCCl>[CH3:1][O:2][C:3]1[CH:4]=[C:5]([C:11]2([CH2:16][CH2:17][OH:18])[CH2:15][CH2:14][N:13]([C:31](=[O:32])[C:30]3[CH:29]=[C:28]([O:27][CH3:26])[C:36]([O:37][CH3:38])=[C:35]([O:39][CH3:40])[CH:34]=3)[CH2:12]2)[CH:6]=[CH:7][C:8]=1[O:9][CH3:10] |f:3.4|. Reported procedure: 2-[3-(3,4-Dimethoxy-phenyl)-pyrrolidin-3-yl]-ethanol (2.27 g, 9.03 mmol) and dichloromethane (100 mL) were combined. 4-Methylmorpholine (2.28 mL, 22.6 mmol, 2.5 eq.) was added. The mixture was cooled in a ice/NaCl bath and a solution of 3,4,5-trimethoxy-benzoyl chloride (2.19 g, 9.48 mmol) in dichloromethane (30 mL) was added dropwise. After the addition was complete, the dry-ice/acetone bath was changed to an ice bath and the mixture was allowed to warm to ambient temperature and maintained ove... Reactants: N1([C@H](C(=O)N[C@@H](CC2=CNC3=CC=CC=C23)C(=O)N[C@@H](CCSC)C(=O)N)CCC1)C(=O)OC(C)(C)C (Boc-Pro-Trp-Met-NH2). Solvent: C(C)O (ethyl alcohol). Product: N1[C@H](C(=O)N[C@@H](CC2=CNC3=CC=CC=C23)C(=O)N[C@@H](CCSC)C(=O)N)CCC1 (H-Pro-Trp-Met-NH2). The yield is 86.8%. As a reaction SMILES: [N:1]1(C(OC(C)(C)C)=O)[CH2:30][CH2:29][CH2:28][C@H:2]1[C:3]([NH:5][C@H:6]([C:17]([NH:19][C@H:20]([C:25]([NH2:27])=[O:26])[CH2:21][CH2:22][S:23][CH3:24])=[O:18])[CH2:7][C:8]1[C:16]2[C:11](=[CH:12][CH:13]=[CH:14][CH:15]=2)[NH:10][CH:9]=1)=[O:4]>C(O)C>[NH:1]1[CH2:30][CH2:29][CH2:28][C@H:2]1[C:3]([NH:5][C@H:6]([C:17]([NH:19][C@H:20]([C:25]([NH2:27])=[O:26])[CH2:21][CH2:22][S:23][CH3:24])=[O:18])[CH2:7][C:8]1[C:16]2[C:11](=[CH:12][CH:13]=[CH:14][CH:15]=2)[NH:10][CH:9]=1)=[O:4]. Procedure details: Starting from 3.722 g (7 mmol) of Boc-Pro-Trp-Met-NH2 (VI) and operating as in Step 2 of Example 1, 2.621 g (80% yield) of VII were obtained from absolute ethyl alcohol; [α]D20 =-23.0° (c=1 MeOH); RfC 0.41; E1.2 0.76.